describe an organic reaction: reactants, conditions, products, and yield From a dataset of the Open Reaction Database (ORD), a public repository of structured organic reaction records. The solvent is O (water). Procedure details: A mixture of 0.48 g (0.26 mmol) of 1-allyl-3-(RS)-(4-(4-fluorophenyl)piperidinylmethyl)-4-(RS)-(3-thienyl)pyrrolidine and 0.067 g (0.072 mmol) of Wilkinson's catalyst [Rh(PPh)3Cl] in 20 mL of an 85% solution of CH3CN and water was heated to 90° C. and stirred for 3 h. The reaction mixture was cooled to rt and concentrated. The residue was partitioned between EtOAc and water. The organic fraction was washed with sat. NaHCO3, dried over Na2SO4, filtered and the filtrate was concentrated. The resid... The product is FC1=CC=C(C=C1)C1CCN(CC1)CC1CNCC1C1=CSC=C1 (3-(SR)-(4-(4-Fluorophenyl)piperidinylmethyl)-4-(RS)-(3-thienyl)pyrrolidine). Reactants: C(C=C)N1CC(C(C1)C1=CSC=C1)CN1CCC(CC1)C1=CC=C(C=C1)F (1-allyl-3-(RS)-(4-(4-fluorophenyl)piperidinylmethyl)-4-(RS)-(3-thienyl)pyrrolidine), solution, CC#N (CH3CN). Reaction conditions: temperature 90 celsius, time 3 hour. Reaction SMILES: C([N:4]1[CH2:8][CH:7]([C:9]2[CH:13]=[CH:12][S:11][CH:10]=2)[CH:6]([CH2:14][N:15]2[CH2:20][CH2:19][CH:18]([C:21]3[CH:26]=[CH:25][C:24]([F:27])=[CH:23][CH:22]=3)[CH2:17][CH2:16]2)[CH2:5]1)C=C.CC#N>C1C=CC(P(C2C=CC=CC=2)C2C=CC=CC=2)=CC=1.C1C=CC(P(C2C=CC=CC=2)C2C=CC=CC=2)=CC=1.C1C=CC(P(C2C=CC=CC=2)C2C=CC=CC=2)=CC=1.[Cl-].[Rh].O>[F:27][C:24]1[CH:25]=[CH:26][C:21]([CH:18]2[CH2:17][CH2:16][N:15]([CH2:14][CH:6]3[CH:7]([C:9]4[CH:13]=[CH:12][S:11][CH:10]=4)[CH2:8][NH:4][CH2:5]3)[CH2:20][CH2:19]2)=[CH:22][CH:23]=1 |f:2.3.4.5.6|. Reagents/catalysts: C1=CC=C(C=C1)P(C2=CC=CC=C2)C3=CC=CC=C3.C1=CC=C(C=C1)P(C2=CC=CC=C2)C3=CC=CC=C3.C1=CC=C(C=C1)P(C2=CC=CC=C2)C3=CC=CC=C3.[Cl-].[Rh] (Wilkinson's catalyst). Starting materials: NCCc1cccc(OCc2ccccc2)c1, CCO, CCOC=O. The product is O=CNCCc1cccc(OCc2ccccc2)c1. Reaction SMILES: [CH2:1]([c:2]1[cH:3][cH:4][cH:5][cH:6][cH:7]1)[O:8][c:9]1[cH:10][c:11]([CH2:15][CH2:16][NH2:17])[cH:12][cH:13][cH:14]1.[CH3:18][CH2:19][OH:20].[CH:21]([O:22][CH2:23][CH3:24])=[O:25]>>[CH2:1]([c:2]1[cH:3][cH:4][cH:5][cH:6][cH:7]1)[O:8][c:9]1[cH:10][c:11]([CH2:15][CH2:16][NH:17][CH:19]=[O:20])[cH:12][cH:13][cH:14]1. Starting materials: O[C@@H]1C(OC2=C([C@H]1OC1=CC(CC1)=O)C=C(C=C2)C#N)(C)C (trans-3,4-dihydro-3-hydroxy-2,2-dimethyl-4-(3-oxo-1-cyclopent-1-enyloxy)-2H-1-benzopyran-6-carbonitrile), CNC1=CC(CC1)=O (N-methyl-3-amino-cyclopent-2-en-1-on), [H-].[Na+] (sodium hydride). Solvent: CS(=O)C (dimethylsulfoxide). The product is O[C@@H]1C(OC2=C([C@H]1N(C1=CC(CC1)=O)C)C=C(C=C2)C#N)(C)C (trans-3,4-dihydro-3-hydroxy-2,2-dimethyl-4-[N-methyl-N-(3-oxo-cyclopent-1-enyl)amino]-2H-1-benzopyran-6-carbonitrile). As a reaction SMILES: [OH:1][C@H:2]1[C@H:7](OC2CCC(=O)C=2)[C:6]2[CH:15]=[C:16]([C:19]#[N:20])[CH:17]=[CH:18][C:5]=2[O:4][C:3]1([CH3:22])[CH3:21].[CH3:23][NH:24][C:25]1[CH2:29][CH2:28][C:27](=[O:30])[CH:26]=1.[H-].[Na+]>CS(C)=O>[OH:1][C@H:2]1[C@H:7]([N:24]([CH3:23])[C:25]2[CH2:29][CH2:28][C:27](=[O:30])[CH:26]=2)[C:6]2[CH:15]=[C:16]([C:19]#[N:20])[CH:17]=[CH:18][C:5]=2[O:4][C:3]1([CH3:21])[CH3:22] |f:2.3|. Reported procedure: 4.02 g of the epoxide of example 1 are reacted analogously to example 5 with 2.44 g N-methyl-3-amino-cyclopent-2-en-1-on and 660 mg of sodium hydride (80%) in dimethylsulfoxide. Usual working up yields crystalls of the title compound having a m.p. of 271°-74° C. The reactants are O=C([O-])[O-], CN(C)C=O, N#Cc1cc(S(=O)(=O)Nc2ncc(Cl)s2)ccc1F, Cl, Oc1ccc(F)cc1I, [K+], [K+]. The product is N#Cc1cc(S(=O)(=O)Nc2ncc(Cl)s2)ccc1Oc1ccc(F)cc1I. As a reaction SMILES: [C:20](=[O:21])([O-:22])[O-:23].[CH3:36][N:37]([CH3:38])[CH:39]=[O:40].[Cl:1][c:2]1[cH:3][n:4][c:5]([NH:7][S:8](=[O:9])(=[O:10])[c:11]2[cH:12][c:13]([C:18]#[N:19])[c:14]([F:17])[cH:15][cH:16]2)[s:6]1.[ClH:35].[F:26][c:27]1[cH:28][c:29]([I:34])[c:30]([OH:33])[cH:31][cH:32]1.[K+:24].[K+:25]>>[Cl:1][c:2]1[cH:3][n:4][c:5]([NH:7][S:8](=[O:9])(=[O:10])[c:11]2[cH:12][c:13]([C:18]#[N:19])[c:14]([O:33][c:30]3[c:29]([I:34])[cH:28][c:27]([F:26])[cH:32][cH:31]3)[cH:15][cH:16]2)[s:6]1.